Dataset: the Open Reaction Database (ORD), a public repository of structured organic reaction records. Task: describe an organic reaction: reactants, conditions, products, and yield Starting materials: Oc1cc2c(cc1Br)CCCC2, CI, [K+], [K+], O=C([O-])[O-], CN(C)C=O. Yields the product COc1cc2c(cc1Br)CCCC2. RXN SMILES: [Br:1][c:2]1[c:3]([OH:12])[cH:4][c:5]2[c:10]([cH:11]1)[CH2:9][CH2:8][CH2:7][CH2:6]2.[I:19][CH3:20].[K+:13].[K+:14].[O-:15][C:16]([O-:17])=[O:18].[O:21]=[CH:22][N:23]([CH3:24])[CH3:25]>>[Br:1][c:2]1[c:3]([O:12][CH3:16])[cH:4][c:5]2[c:10]([cH:11]1)[CH2:9][CH2:8][CH2:7][CH2:6]2. Reactants: [Cl-], Cl, [Li+], O=N[O-], Nc1nc2ncnc(N)c2s1, [Na+], [Na+], [OH-], O. Product: Nc1ncnc2nc(Cl)sc12. Reaction SMILES: [Cl-:19].[ClH:18].[Li+:20].[N:14]([O-:15])=[O:16].[NH2:1][c:2]1[s:3][c:4]2[c:5]([n:6][cH:7][n:8][c:9]2[NH2:10])[n:11]1.[Na+:13].[Na+:17].[OH-:12].[OH2:21]>>[c:2]1([Cl:18])[s:3][c:4]2[c:5]([n:6][cH:7][n:8][c:9]2[NH2:10])[n:11]1. Reactants: CCO, Cn1ccc(Cc2cnc(N[N+](=O)[O-])[nH]c2=O)cc1=O, NCCCOc1cc(CN2CCCCC2)ccn1. The product is Cn1ccc(Cc2cnc(NCCCOc3cc(CN4CCCCC4)ccn3)[nH]c2=O)cc1=O. RXN SMILES: [CH3:39][CH2:40][OH:41].[N+:19]([NH:20][c:23]1[n:24][cH:25][c:26]([CH2:30][c:31]2[cH:32][c:33](=[O:38])[n:34]([CH3:37])[cH:35][cH:36]2)[c:27](=[O:29])[nH:28]1)([O-:21])=[O:22].[N:1]1([CH2:7][c:8]2[cH:9][c:10]([O:14][CH2:15][CH2:16][CH2:17][NH2:18])[n:11][cH:12][cH:13]2)[CH2:2][CH2:3][CH2:4][CH2:5][CH2:6]1>>[N:1]1([CH2:7][c:8]2[cH:9][c:10]([O:14][CH2:15][CH2:16][CH2:17][NH:18][c:23]3[n:24][cH:25][c:26]([CH2:30][c:31]4[cH:32][c:33](=[O:38])[n:34]([CH3:37])[cH:35][cH:36]4)[c:27](=[O:29])[nH:28]3)[n:11][cH:12][cH:13]2)[CH2:2][CH2:3][CH2:4][CH2:5][CH2:6]1. Starting materials: Cc1nn(-c2ncccc2C2CC2)cc1CO, ClCCl. The product is Cc1nn(-c2ncccc2C2CC2)cc1C=O. As a reaction SMILES: [CH:1]1([c:4]2[c:5](-[n:10]3[n:11][c:12]([CH3:17])[c:13]([CH2:15][OH:16])[cH:14]3)[n:6][cH:7][cH:8][cH:9]2)[CH2:2][CH2:3]1.[Cl:18][CH2:19][Cl:20]>>[CH:1]1([c:4]2[c:5](-[n:10]3[n:11][c:12]([CH3:17])[c:13]([CH:15]=[O:16])[cH:14]3)[n:6][cH:7][cH:8][cH:9]2)[CH2:2][CH2:3]1. Reactants: CCc1cc(C(=O)O)cc(C)n1, O=S(Cl)Cl. Yields the product CCc1cc(C(=O)O)cc(C)n1, [Cl-]. Reaction SMILES: [CH2:1]([CH3:2])[c:3]1[cH:4][c:5]([C:6](=[O:7])[OH:8])[cH:9][c:10]([CH3:12])[n:11]1.[S:13]([Cl:14])([Cl:15])=[O:16]>>[CH2:1]([CH3:2])[c:3]1[cH:4][c:5]([C:6](=[O:7])[OH:8])[cH:9][c:10]([CH3:12])[n:11]1.[Cl-:15]. Reactants: CCOC(=O)OCC, O=C([O-])[O-], CN1CCC(c2c[nH]c3ccc(CC(N)CO)cc23)CC1, CO, [K+], [K+]. Product: CN1CCC(c2c[nH]c3ccc(CC4COCN4)cc23)CC1. RXN SMILES: [C:22](=[O:23])([O:24][CH2:25][CH3:26])[O:27][CH2:28][CH3:29].[C:30](=[O:31])([O-:32])[O-:33].[CH3:1][N:2]1[CH2:3][CH2:4][CH:5]([c:8]2[cH:9][nH:10][c:11]3[cH:12][cH:13][c:14]([CH2:17][CH:18]([CH2:19][OH:20])[NH2:21])[cH:15][c:16]23)[CH2:6][CH2:7]1.[CH3:36][OH:37].[K+:34].[K+:35]>>[CH3:1][N:2]1[CH2:3][CH2:4][CH:5]([c:8]2[cH:9][nH:10][c:11]3[cH:12][cH:13][c:14]([CH2:17][CH:18]4[CH2:19][O:20][CH2:22][NH:21]4)[cH:15][c:16]23)[CH2:6][CH2:7]1. The reactants are COC1=C(C(=O)OC)C=C(C=C1)CCl (methyl 2-methoxy-5-chloromethylbenzoate), C[S-].[Na+] (sodium thiomethoxide). Reported procedure: Combine methyl 2-methoxy-5-chloromethylbenzoate (5 mmol) and dimethylformamide (10 mL). Cool in an ice bath and add sodium thiomethoxide (15 mmol). Heat to 75° C. After 5.5 hours, partition the reaction mixture between water and ethyl acetate. Extract the organic layer with water, dry over Na2SO4, filter, and concentrate in vacuo to give methyl 2-methoxy-5-(methylthiomethyl)benzoate. As a reaction SMILES: [CH3:1][O:2][C:3]1[CH:12]=[CH:11][C:10]([CH2:13]Cl)=[CH:9][C:4]=1[C:5]([O:7][CH3:8])=[O:6].[CH3:15][S-:16].[Na+]>CN(C)C=O>[CH3:1][O:2][C:3]1[CH:12]=[CH:11][C:10]([CH2:13][S:16][CH3:15])=[CH:9][C:4]=1[C:5]([O:7][CH3:8])=[O:6] |f:1.2|. Reaction conditions: temperature 75 celsius, time 5.5 hour. The solvent is CN(C=O)C (dimethylformamide). Product: COC1=C(C(=O)OC)C=C(C=C1)CSC (methyl 2-methoxy-5-(methylthiomethyl)benzoate). Reactants: C(C)OC(=O)N1CCC(CC1)C1=CNC2=CC=CC=C12 (4-(1H-indol-3-yl)-piperidine-1-carboxylic acid ethyl ester), solution, BrCC1=CSC=C1 (3-bromomethylthiophene). Run in C(C)OCC (ethyl ether). Conditions: time 15 hour. Product: C(C)OC(=O)N1CCC(CC1)C1=CN(C2=CC=CC=C12)CC1=CSC=C1 (4-(1-thiophen-3-ylmethyl-1H-indol-3-yl)-piperidine-1-carboxylic acid ethyl ester). Isolated yield 100.0%. Reaction SMILES: [CH2:1]([O:3][C:4]([N:6]1[CH2:11][CH2:10][CH:9]([C:12]2[C:20]3[C:15](=[CH:16][CH:17]=[CH:18][CH:19]=3)[NH:14][CH:13]=2)[CH2:8][CH2:7]1)=[O:5])[CH3:2].Br[CH2:22][C:23]1[CH:27]=[CH:26][S:25][CH:24]=1>C(OCC)C>[CH2:1]([O:3][C:4]([N:6]1[CH2:11][CH2:10][CH:9]([C:12]2[C:20]3[C:15](=[CH:16][CH:17]=[CH:18][CH:19]=3)[N:14]([CH2:22][C:23]3[CH:27]=[CH:26][S:25][CH:24]=3)[CH:13]=2)[CH2:8][CH2:7]1)=[O:5])[CH3:2]. Reported procedure: This compound was prepared following the procedure described in example 13 (part B) at room temperature for 15 hours, starting with 0.2 g (0.73 mmol) of 4-(1H-indol-3-yl)-piperidine-1-carboxylic acid ethyl ester and 1.64 mL (0.95 mmol) of a freshly prepared 0.6 M solution of 3-bromomethylthiophene in ethyl ether. After standard work-up, 0.27 g (100% of yield) of 4-(1-thiophen-3-ylmethyl-1H-indol-3-yl)-piperidine-1-carboxylic acid ethyl ester were obtained. Starting materials: ClC=1C=C(C=CC1OCC1=NC=CC=C1)NC1=NC=NC=2SC=3CNCCC3C12 ([3-Chloro-4-(pyridin-2-ylmethoxy)-phenyl]-(5,6,7,8-tetrahydro-9-thia-1,3,7-triaza-fluoren-4-yl)amine), N1(CCCCC1)CCC#CC(=O)O (5-Piperidin-1-yl-pent-2-ynoic acid), F[B-](F)(F)F.N1(N=NC2=C1C=CC=C2)OC(=[N+](C)C)N(C)C (O-(Benzotriazol-1-yl)-N,N,N′,N′-tetramethyluronium tetrafluoroborate), C(C)(C)N(CC)C(C)C (diisopropylethylamine). Solvent: CO.C(Cl)Cl (MeOH DCM), ClCCl.O1CCCC1 (dichloromethane tetrahydrofuran). Conditions: time 3 hour. The product is ClC=1C=C(C=CC1OCC1=NC=CC=C1)NC=1C2=C(N=CN1)SC1=C2CCN(C1)C(C#CCCN1CCCCC1)=O (N-[3-chloro-4-(pyridin-2-ylmethoxy)phenyl]-7-(5-piperidin-1-ylpent-2-ynoyl)-5,6,7,8-tetrahydropyrido[4′,3′:4,5]-thieno[2,3-d]pyrimidin-4-amine). Isolated yield 64.4%. RXN SMILES: [Cl:1][C:2]1[CH:3]=[C:4]([NH:16][C:17]2[C:29]3[C:28]4[CH2:27][CH2:26][NH:25][CH2:24][C:23]=4[S:22][C:21]=3[N:20]=[CH:19][N:18]=2)[CH:5]=[CH:6][C:7]=1[O:8][CH2:9][C:10]1[CH:15]=[CH:14][CH:13]=[CH:12][N:11]=1.[N:30]1([CH2:36][CH2:37][C:38]#[C:39][C:40](O)=[O:41])[CH2:35][CH2:34][CH2:33][CH2:32][CH2:31]1.F[B-](F)(F)F.N1(OC(N(C)C)=[N+](C)C)C2C=CC=CC=2N=N1.C(N(C(C)C)CC)(C)C>CO.C(Cl)Cl.ClCCl.O1CCCC1>[Cl:1][C:2]1[CH:3]=[C:4]([NH:16][C:17]2[C:29]3[C:28]4[CH2:27][CH2:26][N:25]([C:40](=[O:41])[C:39]#[C:38][CH2:37][CH2:36][N:30]5[CH2:35][CH2:34][CH2:33][CH2:32][CH2:31]5)[CH2:24][C:23]=4[S:22][C:21]=3[N:20]=[CH:19][N:18]=2)[CH:5]=[CH:6][C:7]=1[O:8][CH2:9][C:10]1[CH:15]=[CH:14][CH:13]=[CH:12][N:11]=1 |f:2.3,5.6,7.8|. Reported procedure: To a suspension of [3-Chloro-4-(pyridin-2-ylmethoxy)-phenyl]-(5,6,7,8-tetrahydro-9-thia-1,3,7-triaza-fluoren-4-yl)amine (0.051 g, 0.00028 mol), 5-Piperidin-1-yl-pent-2-ynoic acid (0.100 g, 0.00023 mol), O-(Benzotriazol-1-yl)-N,N,N′,N′-tetramethyluronium tetrafluoroborate (0.091 g, 0.00028 mol) in mixture of dichloromethane/tetrahydrofuran (1.2/1.2 ml) was added diisopropylethylamine (0.123 ml, 0.001 mol) slowly over 15 min. The mixture stirred at room temperature for 3 hours. Reaction was judged... The reactants are CC(C)C(NC(=O)OC(C)(C)C)C(=O)O, CCN=C=NCCCN(C)C, CN1CCC(N2CCNCC2)CC1, ClCCl, On1nnc2ccccc21. The product is CC(C)C(NC(=O)OC(C)(C)C)C(=O)N1CCN(C2CCN(C)CC2)CC1. Reaction SMILES: [C:1](=[O:2])([O:3][C:4]([CH3:5])([CH3:6])[CH3:7])[NH:8][CH:9]([CH:10]([CH3:11])[CH3:12])[C:13](=[O:14])[OH:15].[CH3:26][CH2:27][N:28]=[C:29]=[N:30][CH2:31][CH2:32][CH2:33][N:34]([CH3:35])[CH3:36].[CH3:37][N:38]1[CH2:39][CH2:40][CH:41]([N:44]2[CH2:45][CH2:46][NH:47][CH2:48][CH2:49]2)[CH2:42][CH2:43]1.[Cl:50][CH2:51][Cl:52].[OH:16][n:17]1[c:18]2[c:19]([cH:20][cH:21][cH:22][cH:23]2)[n:24][n:25]1>>[C:1](=[O:2])([O:3][C:4]([CH3:5])([CH3:6])[CH3:7])[NH:8][CH:9]([CH:10]([CH3:11])[CH3:12])[C:13](=[O:15])[N:47]1[CH2:46][CH2:45][N:44]([CH:41]2[CH2:40][CH2:39][N:38]([CH3:37])[CH2:43][CH2:42]2)[CH2:49][CH2:48]1.